This data is from the Open Reaction Database (ORD), a public repository of structured organic reaction records. The task is: describe an organic reaction: reactants, conditions, products, and yield Reactants: OCCc1cc2cc(Br)ccc2o1, N#Cc1ccc(B(O)O)cc1, COCCOC, CCOC(C)=O, c1ccc(-c2ccccc2P(C2CCCCC2)C2CCCCC2)cc1, [Na+], [Na+], O=C([O-])[O-], O, [Pd], c1ccc(P(c2ccccc2)c2ccccc2)cc1, c1ccc(P(c2ccccc2)c2ccccc2)cc1, c1ccc(P(c2ccccc2)c2ccccc2)cc1, c1ccc(P(c2ccccc2)c2ccccc2)cc1. Yields the product N#Cc1ccc(-c2ccc3oc(CCO)cc3c2)cc1. RXN SMILES: [Br:1][c:2]1[cH:3][cH:4][c:5]2[c:6]([cH:7][c:8]([CH2:10][CH2:11][OH:12])[o:9]2)[cH:13]1.[C:14](#[N:15])[c:16]1[cH:17][cH:18][c:19]([B:22]([OH:23])[OH:24])[cH:20][cH:21]1.[CH3:56][O:57][CH2:58][CH2:59][O:60][CH3:61].[CH3:62][CH2:63][O:64][C:65](=[O:66])[CH3:67].[CH:25]1([P:26]([CH:27]2[CH2:28][CH2:29][CH2:30][CH2:31][CH2:32]2)[c:33]2[cH:34][cH:35][cH:36][cH:37][c:38]2-[c:39]2[cH:40][cH:41][cH:42][cH:43][cH:44]2)[CH2:45][CH2:46][CH2:47][CH2:48][CH2:49]1.[Na+:50].[Na+:51].[O-:52][C:53](=[O:54])[O-:55].[OH2:145].[Pd:68].[c:107]1([P:108]([c:109]2[cH:110][cH:111][cH:112][cH:113][cH:114]2)[c:115]2[cH:116][cH:117][cH:118][cH:119][cH:120]2)[cH:121][cH:122][cH:123][cH:124][cH:125]1.[c:126]1([P:127]([c:128]2[cH:129][cH:130][cH:131][cH:132][cH:133]2)[c:134]2[cH:135][cH:136][cH:137][cH:138][cH:139]2)[cH:140][cH:141][cH:142][cH:143][cH:144]1.[c:69]1([P:70]([c:71]2[cH:72][cH:73][cH:74][cH:75][cH:76]2)[c:77]2[cH:78][cH:79][cH:80][cH:81][cH:82]2)[cH:83][cH:84][cH:85][cH:86][cH:87]1.[c:88]1([P:89]([c:90]2[cH:91][cH:92][cH:93][cH:94][cH:95]2)[c:96]2[cH:97][cH:98][cH:99][cH:100][cH:101]2)[cH:102][cH:103][cH:104][cH:105][cH:106]1>>[c:2]1(-[c:19]2[cH:18][cH:17][c:16]([C:14]#[N:15])[cH:21][cH:20]2)[cH:3][cH:4][c:5]2[c:6]([cH:7][c:8]([CH2:10][CH2:11][OH:12])[o:9]2)[cH:13]1.